From a dataset of the Open Reaction Database (ORD), a public repository of structured organic reaction records. describe an organic reaction: reactants, conditions, products, and yield The reactants are FC(OC1=CC=C(N)C=C1)(F)F (4-trifluoromethoxyaniline), Cl (HCl), CCN(C(C)C)C(C)C (DIPEA), O=S(Cl)Cl (SOCl2), BrC=1C=C(C(=O)O)C=CC1F (3-bromo-4-fluorobenzoic acid). Run in C1CCOC1 (THF), C1(=CC=CC=C1)C (toluene), CN(C)C=O (DMF). Reaction conditions: temperature 80 celsius, time 1 hour. Yields the product BrC=1C=C(C(=O)NC2=CC=C(C=C2)OC(F)(F)F)C=CC1F (3-Bromo-4-fluoro-N-(4-(trifluoromethoxy)phenyl)benzamide). RXN SMILES: O=S(Cl)Cl.[Br:5][C:6]1[CH:7]=[C:8]([CH:12]=[CH:13][C:14]=1[F:15])[C:9]([OH:11])=O.CCN(C(C)C)C(C)C.[F:25][C:26]([F:36])([F:35])[O:27][C:28]1[CH:34]=[CH:33][C:31]([NH2:32])=[CH:30][CH:29]=1.Cl>C1(C)C=CC=CC=1.C1COCC1.CN(C=O)C>[Br:5][C:6]1[CH:7]=[C:8]([CH:12]=[CH:13][C:14]=1[F:15])[C:9]([NH:32][C:31]1[CH:33]=[CH:34][C:28]([O:27][C:26]([F:25])([F:35])[F:36])=[CH:29][CH:30]=1)=[O:11]. Reported procedure: SOCl2 (2.92 mL, 40.0 mmol) and DMF (0.5 mL) were added dropwise to a suspension of 3-bromo-4-fluorobenzoic acid (1.752 g, 8 mmol) in toluene (20 mL) and the RM was stirred at 80° C. for 1 h The solvent was evaporated off under reduced pressure and the residue was diluted with THF (15 mL). DIPEA (2.79 mL, 16.00 mmol) was added and the mixture was cooled to 0° C., treated with a solution of 4-trifluoromethoxyaniline (1.181 mL, 8.80 mmol) in THF (5 mL) and stirred for 1 h. The RM was treated with a... Reactants: ClC1=CC2=C(N(C(OC2=O)=O)C)C=N1 (6-Chloro-1-methyl-1H-pyrido[3,4-d][1,3]oxazine-2,4-dione), ClC=1C=C(C(=O)O)C(=CN1)NC (2-chloro-5-(methylamino)isonicotinic acid), C(=O)(Cl)Cl (phosgene). Yields the product ClC=1C=C2C(=C(C(N(C2=CN1)C)=O)C(=O)OC)O (Methyl 6-chloro-4-hydroxy-1-methyl-2-oxo-1,2-dihydro-1,7-naphthyridine-3-carboxylate). RXN SMILES: [Cl:1][C:2]1[N:14]=[CH:13][C:5]2[N:6]([CH3:12])[C:7](=[O:11])O[C:9](=[O:10])[C:4]=2[CH:3]=1.ClC1C=[C:18](C(NC)=CN=1)[C:19]([OH:21])=[O:20].[C:27](Cl)(Cl)=O>>[Cl:1][C:2]1[CH:3]=[C:4]2[C:5](=[CH:13][N:14]=1)[N:6]([CH3:12])[C:7](=[O:11])[C:18]([C:19]([O:21][CH3:27])=[O:20])=[C:9]2[OH:10]. Reported procedure: 6-Chloro-1-methyl-1H-pyrido[3,4-d][1,3]oxazine-2,4-dione. The title compound was prepared analogously to method 6(b) from 2-chloro-5-(methylamino)isonicotinic acid and phosgene. Starting materials: CN(C)C=O, CCN(C(C)C)C(C)C, O=c1cc(CCl)[nH]cc1OCc1ccccc1, Cl, Cl, [N-]=[N+]=[N-], [Na+], O. Product: [N-]=[N+]=NCc1cc(=O)c(OCc2ccccc2)c[nH]1. As a reaction SMILES: [CH3:33][N:34]([CH3:35])[CH:36]=[O:37].[CH:23]([N:24]([CH:25]([CH3:26])[CH3:27])[CH2:28][CH3:29])([CH3:30])[CH3:31].[Cl:2][CH2:3][c:4]1[nH:5][cH:6][c:7]([O:11][CH2:12][c:13]2[cH:14][cH:15][cH:16][cH:17][cH:18]2)[c:8](=[O:10])[cH:9]1.[ClH:1].[ClH:32].[N-:20]=[N+:21]=[N-:22].[Na+:19].[OH2:38]>>[CH2:3]([c:4]1[nH:5][cH:6][c:7]([O:11][CH2:12][c:13]2[cH:14][cH:15][cH:16][cH:17][cH:18]2)[c:8](=[O:10])[cH:9]1)[N:20]=[N+:21]=[N-:22].